Dataset: the Open Reaction Database (ORD), a public repository of structured organic reaction records. Task: describe an organic reaction: reactants, conditions, products, and yield Yields the product C(CCCCCCCC(=O)O)(=O)OCC1=CC=CC=C1 (Benzyl hydrogen azelate). Starting materials: O.C1(=CC=C(C=C1)S(=O)(=O)O)C (Toluene-4-sulfonic acid monohydrate), C(CCCCCCCC(=O)O)(=O)O (azelaic acid), C(C1=CC=CC=C1)O (benzyl alcohol). Reaction SMILES: O.[C:2]1([CH3:12])[CH:7]=[CH:6][C:5](S(O)(=O)=O)=[CH:4][CH:3]=1.[C:13]([OH:25])(=[O:24])[CH2:14][CH2:15][CH2:16][CH2:17][CH2:18][CH2:19][CH2:20][C:21]([OH:23])=[O:22].C(O)C1C=CC=CC=1>C1C=CC=CC=1>[C:13]([O:25][CH2:12][C:2]1[CH:7]=[CH:6][CH:5]=[CH:4][CH:3]=1)(=[O:24])[CH2:14][CH2:15][CH2:16][CH2:17][CH2:18][CH2:19][CH2:20][C:21]([OH:23])=[O:22] |f:0.1|. Reported procedure: Toluene-4-sulfonic acid monohydrate (0.71 g, 3.72 mmol) is added to a suspension of azelaic acid (25.0 g, 132.82 mmol) in benzene (550 ml). The mixture is heated to 80° C., whereafter benzyl alcohol (14.36 g, 132.82 mmol) in benzene (50 ml) is added dropwise to the resulting solution. The reaction mixture is refluxed overnight and water is removed azeotropically with a Dean Stark trap. The reaction mixture is allowed to cool, the white precipitate which forms is removed by filtration and the fil... Solvent: C1=CC=CC=C1 (benzene), C1=CC=CC=C1 (benzene). Starting materials: N[C@@H]1CC[C@H](CC1)C(=O)O ((trans)-4-aminocyclohexanecarboxylic acid), CCO (EtOH), Cl (HCl). Conditions: temperature 60 celsius, time 8 hour. Product: N[C@@H]1CC[C@H](CC1)C(=O)OCC ((trans)-Ethyl 4-aminocyclohexanecarboxylate). RXN SMILES: [NH2:1][C@H:2]1[CH2:7][CH2:6][C@H:5]([C:8]([OH:10])=[O:9])[CH2:4][CH2:3]1.[CH3:11][CH2:12]O.Cl>>[NH2:1][C@H:2]1[CH2:7][CH2:6][C@H:5]([C:8]([O:10][CH2:11][CH3:12])=[O:9])[CH2:4][CH2:3]1. Reported procedure: A suspension of (trans)-4-aminocyclohexanecarboxylic acid (5 g, 34.9 mmol) in EtOH (100 mL, 1713 mmol) was treated with HCl (9.09 mL, 105 mmol) and the mixture was stirred at 60° C. overnight. The reaction mixture turned to clear solution. It was concentrated under reduced pressure and the residue was triturated with Et2O in CH3CN (50%) and the resulting white solid was collected. There was some product left in the filtrate so it was concentrated and triturated with Et2O in CH3CN (50%), the whit...